This data is from the Open Reaction Database (ORD), a public repository of structured organic reaction records. The task is: describe an organic reaction: reactants, conditions, products, and yield Reactants: NC=1C=C(C=CC1)O (m-aminophenol), C(=O)O (formic acid). Conditions: time 1.5 hour. The product is C(=O)NC=1C=C(C=CC1)O (m-Formamidophenol). Isolated yield 93.1%. As a reaction SMILES: [NH2:1][C:2]1[CH:3]=[C:4]([OH:8])[CH:5]=[CH:6][CH:7]=1.[CH:9](O)=[O:10]>>[CH:9]([NH:1][C:2]1[CH:3]=[C:4]([OH:8])[CH:5]=[CH:6][CH:7]=1)=[O:10]. Reported procedure: A mixture of 100 g m-aminophenol and 150 g formic acid was refluxed for 1.5 h and then evaporated to dryness under reduced pressure (90°-95° C., 10-15 mm Hg). Solid material was dried at 100° C., 10 mm Hg, for 1.5 h. 117 g of the title compound were isolated, melting point 112° C. Reported procedure: The title compound was prepared according to the procedure described in Example-3 using 3-(2-chloro-6-fluorophenyl)-1-(4-iodo-3-methoxyphenyl)-1H-1,2,4-triazol-5(4H)-one (Intermediate-32, 0.050 g, 0.11 mmol), 1-chloro-3-ethynyl-2-fluorobenzene RXN SMILES: [Cl:1][C:2]1[CH:7]=[CH:6][CH:5]=[C:4]([F:8])[C:3]=1[C:9]1[NH:13][C:12](=[O:14])[N:11]([C:15]2[CH:20]=[CH:19][C:18](I)=[C:17]([O:22][CH3:23])[CH:16]=2)[N:10]=1.[Cl:24][C:25]1[CH:30]=[CH:29][CH:28]=[C:27]([C:31]#[CH:32])[C:26]=1[F:33]>>[Cl:24][C:25]1[C:26]([F:33])=[C:27]([C:31]#[C:32][C:18]2[CH:19]=[CH:20][C:15]([N:11]3[C:12](=[O:14])[NH:13][C:9]([C:3]4[C:4]([F:8])=[CH:5][CH:6]=[CH:7][C:2]=4[Cl:1])=[N:10]3)=[CH:16][C:17]=2[O:22][CH3:23])[CH:28]=[CH:29][CH:30]=1. The reactants are ClC1=C(C(=CC=C1)F)C1=NN(C(N1)=O)C1=CC(=C(C=C1)I)OC (3-(2-chloro-6-fluorophenyl)-1-(4-iodo-3-methoxyphenyl)-1H-1,2,4-triazol-5(4H)-one), ClC1=C(C(=CC=C1)C#C)F (1-chloro-3-ethynyl-2-fluorobenzene). Product: ClC=1C(=C(C=CC1)C#CC1=C(C=C(C=C1)N1N=C(NC1=O)C1=C(C=CC=C1F)Cl)OC)F (1-(4-((3-Chloro-2-fluorophenyl)ethynyl)-3-methoxyphenyl)-3-(2-chloro-6-fluorophenyl)-1H-1,2,4-triazol-5(4H)-one).